From a dataset of the Open Reaction Database (ORD), a public repository of structured organic reaction records. describe an organic reaction: reactants, conditions, products, and yield Reaction SMILES: [CH3:1][O:2][C:3]1[CH:4]=[C:5]([N:11]2[C:16](=[O:17])[NH:15][C:14]3[N:18]=[CH:19][CH:20]=[CH:21][C:13]=3[S:12]2(=[O:23])=[O:22])[CH:6]=[N:7][C:8]=1[O:9][CH3:10].[Cl:24][C:25]1[CH:32]=[C:31]([F:33])[CH:30]=[C:29]([F:34])[C:26]=1[CH2:27]O.CN(C(/N=N/C(N(C)C)=O)=O)C.C1(P(C2C=CC=CC=2)C2C=CC=CC=2)C=CC=CC=1.COC1C=C(N2C(=O)N(CC3C(C)=CC(F)=CN=3)C3C=CC=CC=3S2(=O)=O)C=C(OC)N=1>C(Cl)Cl>[Cl:24][C:25]1[CH:32]=[C:31]([F:33])[CH:30]=[C:29]([F:34])[C:26]=1[CH2:27][N:15]1[C:14]2[N:18]=[CH:19][CH:20]=[CH:21][C:13]=2[S:12](=[O:22])(=[O:23])[N:11]([C:5]2[CH:6]=[N:7][C:8]([O:9][CH3:10])=[C:3]([O:2][CH3:1])[CH:4]=2)[C:16]1=[O:17]. Yield: 80.0%. Yields the product ClC1=C(CN2C(N(S(C3=C2N=CC=C3)(=O)=O)C=3C=NC(=C(C3)OC)OC)=O)C(=CC(=C1)F)F (4-(2-Chloro-4,6-difluorobenzyl)-2-(5,6-dimethoxypyridin-3-yl)-2H-pyrido[2,3-e][1,2,4]thiadiazin-3(4H)-one 1,1-dioxide). The solvent is C(Cl)Cl (DCM). Starting materials: COC1=NC(=CC(=C1)N1S(C2=C(N(C1=O)CC1=NC=C(C=C1C)F)C=CC=C2)(=O)=O)OC (2-(2,6-Dimethoxypyridin-4-yl)-4-[(5-fluoro-3-methylpyridin-2-yl)methyl]-2H-1,2,4-benzothiadiazin-3(4H)-one 1,1-dioxide), COC=1C=C(C=NC1OC)N1S(C2=C(NC1=O)N=CC=C2)(=O)=O (2-(5,6-dimethoxypyridin-3-yl)-2H-pyrido[2,3-e][1,2,4]thiadiazin-3(4H)-one 1,1-dioxide), ClC1=C(CO)C(=CC(=C1)F)F (2-chloro-4,6-difluorobenzyl alcohol), CN(C)C(=O)/N=N/C(=O)N(C)C (TMAD), C1(=CC=CC=C1)P(C1=CC=CC=C1)C1=CC=CC=C1 (triphenyl phosphine). Reported procedure: The title compound (118 mg, 0.24 mmol) was prepared from 2-(5,6-dimethoxypyridin-3-yl)-2H-pyrido[2,3-e][1,2,4]thiadiazin-3(4H)-one 1,1-dioxide (IntF4) (101 mg, 0.30 mmol), 2-chloro-4,6-difluorobenzyl alcohol (IntA22) (59 mg, 0.33 mmol), TMAD (103 mg, 0.6 mmol) and triphenyl phosphine (157 mg, 0.6 mmol) in DCM (3 mL) using the methods of (162).